From a dataset of the Open Reaction Database (ORD), a public repository of structured organic reaction records. describe an organic reaction: reactants, conditions, products, and yield Reaction SMILES: [Br:15][CH2:16][CH2:17][C:18](=[O:19])[Cl:20].[C:10](=[O:11])([OH:12])[O-:13].[CH3:1][c:2]1[cH:3][cH:4][cH:5][c:6]([CH3:7])[c:8]1[NH2:9].[CH3:21][CH2:22][O:23][CH2:24][CH3:25].[Na+:14]>>[CH3:1][c:2]1[cH:3][cH:4][cH:5][c:6]([CH3:7])[c:8]1[NH:9][C:18]([CH2:17][CH2:16][Br:15])=[O:19]. Reactants: O=C(Cl)CCBr, O=C([O-])O, Cc1cccc(C)c1N, CCOCC, [Na+]. The product is Cc1cccc(C)c1NC(=O)CCBr. Starting materials: CNC(=O)NC1=C(C(=NS1)SC)C#N (1-methyl-3-(4-cyano-3-(methylthio)-5-isothiazolyl)urea), OO (hydrogen peroxide). Solvent: C(C)(=O)O (acetic acid). Yields the product CNC(=O)NC1=C(C(=NS1)S(=O)C)C#N (1-methyl-3-(4-cyano-3-(methylsulfinyl)-5-isothiazolyl)urea). Reaction SMILES: [CH3:1][NH:2][C:3]([NH:5][C:6]1[S:10][N:9]=[C:8]([S:11][CH3:12])[C:7]=1[C:13]#[N:14])=[O:4].[OH:15]O>C(O)(=O)C>[CH3:1][NH:2][C:3]([NH:5][C:6]1[S:10][N:9]=[C:8]([S:11]([CH3:12])=[O:15])[C:7]=1[C:13]#[N:14])=[O:4]. Procedure: The reaction was repeated using 24.2 of 1-methyl-3-(4-cyano-3-(methylthio)-5-isothiazolyl)urea and 12 ml of 30% hydrogen peroxide in 175 ml of acetic acid to give 7.9 g of 1-methyl-3-(4-cyano-3-(methylsulfinyl)-5-isothiazolyl)urea, m.p. 241° (decomposes). Reactants: C1=CC=C(C=C1)N=C(Cl)Cl (phenylisocyanide dichloride), COC(CCCCCOC1=CC(=C(C=C1)N)C1=CC=C(C=C1)C)=O (6-[3-(4-methylphenyl)-4-aminophenyl]oxyhexanoic acid methyl ester), ClCCCl (1,2-dichloroethane), O (water). Yields the product COC(CCCCCOC=1C=CC2=C(N(C(=N2)NC2=CC=CC=C2)C2=CC=C(C=C2)C)C1)=O (6-[[1-(4-Methylphenyl)-2-phenylamino-1H-benzimidazol-6-yl]oxy]hexanoic acid methyl ester). Reaction SMILES: [CH3:1][O:2][C:3](=[O:24])[CH2:4][CH2:5][CH2:6][CH2:7][CH2:8][O:9][C:10]1[CH:15]=[CH:14][C:13]([NH2:16])=[C:12](C2C=CC(C)=CC=2)[CH:11]=1.[CH:25]1[CH:30]=[CH:29][C:28]([N:31]=[C:32](Cl)Cl)=[CH:27][CH:26]=1.O.Cl[CH2:37][CH2:38]Cl>>[CH3:1][O:2][C:3](=[O:24])[CH2:4][CH2:5][CH2:6][CH2:7][CH2:8][O:9][C:10]1[CH:15]=[CH:14][C:13]2[N:16]=[C:32]([NH:31][C:28]3[CH:29]=[CH:30][CH:25]=[CH:26][CH:27]=3)[N:16]([C:13]3[CH:14]=[CH:15][C:37]([CH3:38])=[CH:11][CH:12]=3)[C:12]=2[CH:11]=1. Procedure: 250 mg of 6-[3-(4-methylphenyl)-4-aminophenyl]oxyhexanoic acid methyl ester was dissolved in 1 ml of 1,2-dichloroethane, the solution was mixed with 0.1 ml of phenylisocyanide dichloride, and the mixture was heated for 8 hours to 65° C. After cooling, it was mixed with water, extracted three times with ethyl acetate, the combined organic phases were washed with saturated sodium chloride solution, dried on sodium sulfate and concentrated by evaporation in a vacuum. The residue was crystallized fr...